Dataset: the Open Reaction Database (ORD), a public repository of structured organic reaction records. Task: describe an organic reaction: reactants, conditions, products, and yield Starting materials: COC(=O)C(C)Cl, C1CCOC1, O=C1CCCC1, O. Yields the product COC(=O)C1(C)OC12CCCC2. RXN SMILES: [Cl:7][CH:8]([C:9](=[O:10])[O:11][CH3:12])[CH3:13].[O:15]1[CH2:16][CH2:17][CH2:18][CH2:19]1.[O:1]=[C:2]1[CH2:3][CH2:4][CH2:5][CH2:6]1.[OH2:14]>>[O:1]1[C:2]2([CH2:3][CH2:4][CH2:5][CH2:6]2)[C:8]1([C:9](=[O:10])[O:11][CH3:12])[CH3:13]. Reactants: C(#N)C1=CC(=C(C=C1)O)F (4-cyano-2-fluoro phenol), BrCCCO (3-bromopropanol), C([O-])([O-])=O.[K+].[K+] (potassium carbonate). Run in CC(=O)C (acetone). Conditions: temperature 60 celsius, time 8 hour. Product: FC=1C=C(C#N)C=CC1OCCCO (3-Fluoro-4-(3-hydroxy-propoxy)-benzonitrile). The yield is 77.2%. Reaction SMILES: [C:1]([C:3]1[CH:8]=[CH:7][C:6]([OH:9])=[C:5]([F:10])[CH:4]=1)#[N:2].Br[CH2:12][CH2:13][CH2:14][OH:15].C(=O)([O-])[O-].[K+].[K+]>CC(C)=O>[F:10][C:5]1[CH:4]=[C:3]([CH:8]=[CH:7][C:6]=1[O:9][CH2:12][CH2:13][CH2:14][OH:15])[C:1]#[N:2] |f:2.3.4|. Reported procedure: A mixture of 4-cyano-2-fluoro phenol (5 g, 0.0365 mol; from prep N(iv) above), 3-bromopropanol (10.15 g, 0.073 mol) and potassium carbonate (7.6 g, 0.054 mol) in dry acetone (50 ml) was stirred at 60° C. overnight under nitrogen atmosphere. The reaction mixture was filtered and the solvent was concentrated under reduced pressure. The residue was purified by column chromatography over silica gel using 5% ethyl acetate in petroleum ether to yield (5.5 g) of the sub-title compound as a solid. The reactants are CC1(C)Oc2ccc(C#N)cc2C2OC21, FC(F)Oc1ccc2[nH]c(S)nc2c1. Yields the product CC1(C)Oc2ccc(C#N)cc2C(Sc2nc3cc(OC(F)F)ccc3[nH]2)C1O. RXN SMILES: [CH3:1][C:2]1([CH3:15])[CH:3]2[CH:4]([c:5]3[cH:6][c:7]([C:12]#[N:13])[cH:8][cH:9][c:10]3[O:11]1)[O:14]2.[F:16][CH:17]([O:18][c:19]1[cH:20][c:21]2[c:22]([nH:23][c:24]([SH:26])[n:25]2)[cH:27][cH:28]1)[F:29]>>[CH3:1][C:2]1([CH3:15])[CH:3]([OH:14])[CH:4]([S:26][c:24]2[nH:23][c:22]3[c:21]([cH:20][c:19]([O:18][CH:17]([F:16])[F:29])[cH:28][cH:27]3)[n:25]2)[c:5]2[cH:6][c:7]([C:12]#[N:13])[cH:8][cH:9][c:10]2[O:11]1. Reactants: FC(OC1=CC=C(OCCCN)C=C1)(F)F (3-(4-(trifluoromethoxy)phenoxy)propan-1-amine), CCN(C(C)C)C(C)C (DIPEA), ClC1=NC=CC(=N1)Cl (2,4-dichloropyrimidine). Solvent: C(C)(C)O (isopropanol). Conditions: temperature 80 celsius, time 24 hour. The product is ClC1=NC=CC(=N1)NCCCOC1=CC=C(C=C1)OC(F)(F)F (2-chloro-N-(3-(4-(trifluoromethoxy)phenoxy)propyl)pyrimidin-4-amine). Isolated yield 60.2%. As a reaction SMILES: [F:1][C:2]([F:16])([F:15])[O:3][C:4]1[CH:14]=[CH:13][C:7]([O:8][CH2:9][CH2:10][CH2:11][NH2:12])=[CH:6][CH:5]=1.CCN(C(C)C)C(C)C.[Cl:26][C:27]1[N:32]=[C:31](Cl)[CH:30]=[CH:29][N:28]=1>C(O)(C)C>[Cl:26][C:27]1[N:32]=[C:31]([NH:12][CH2:11][CH2:10][CH2:9][O:8][C:7]2[CH:13]=[CH:14][C:4]([O:3][C:2]([F:15])([F:16])[F:1])=[CH:5][CH:6]=2)[CH:30]=[CH:29][N:28]=1. Procedure details: To a solution of 3-(4-(trifluoromethoxy)phenoxy)propan-1-amine (450 mg, 1.91 mmol) in isopropanol (8 mL, 3 mL/mmol) was added DIPEA (0.5 mL, 2.86 mmol) and 2,4-dichloropyrimidine (340 mg, 2.29 mmol) and the mixture was stirred at 80° C. for 24 h. Then reaction mixture was concentrated under reduced pressure and extracted with EtOAc (2×30 mL) and water (2×30 mL). The EtOAc layer was washed with brine, dried over sodium sulfate and concentrated under reduced pressure. Purification by column chroma... Procedure details: 0.62 g of trans-4-[(p-(5-decyl-2-pyrimidinyl)phenoxymethyl]cyclohexanol, 0.196 g of (S)-2-fluorocaproic acid, 0.413 g of dicyclohexylcarbodiimide and 0.025 g of 4-(dimethylamino)pydidine were dissolved in 25 ml of methylene chloride and stirred at room temperature for 15 hours. The white suspension was subsequently filtered. The residue obtained after evaporation of the solvent from the filtrate was purified by chromatography on silica gel with ethyl acetate/petroleum ether (vol. 1:9). Subsequen... RXN SMILES: [CH2:1]([C:11]1[CH:12]=[N:13][C:14]([C:17]2[CH:31]=[CH:30][C:20]([O:21][CH2:22][C:23]3(O)[CH2:28][CH2:27][CH2:26][CH2:25][CH2:24]3)=[CH:19][CH:18]=2)=[N:15][CH:16]=1)[CH2:2][CH2:3][CH2:4][CH2:5][CH2:6][CH2:7][CH2:8][CH2:9][CH3:10].[F:32][C@@H:33]([CH2:37][CH2:38][CH2:39][CH3:40])[C:34]([OH:36])=[O:35].C1(N=C=NC2CCCCC2)CCCCC1>C(Cl)Cl>[F:32][C@@H:33]([CH2:37][CH2:38][CH2:39][CH3:40])[C:34]([O:36][C@H:26]1[CH2:27][CH2:28][C@H:23]([CH2:22][O:21][C:20]2[CH:30]=[CH:31][C:17]([C:14]3[N:13]=[CH:12][C:11]([CH2:1][CH2:2][CH2:3][CH2:4][CH2:5][CH2:6][CH2:7][CH2:8][CH2:9][CH3:10])=[CH:16][N:15]=3)=[CH:18][CH:19]=2)[CH2:24][CH2:25]1)=[O:35]. The reactants are C(CCCCCCCCC)C=1C=NC(=NC1)C1=CC=C(OCC2(CCCCC2)O)C=C1 ((p-(5-decyl-2-pyrimidinyl)phenoxymethyl]cyclohexanol), F[C@H](C(=O)O)CCCC ((S)-2-fluorocaproic acid), C1(CCCCC1)N=C=NC1CCCCC1 (dicyclohexylcarbodiimide). Run at time 15 hour. Run in C(Cl)Cl (methylene chloride). Yields the product F[C@H](C(=O)O[C@@H]1CC[C@H](CC1)COC1=CC=C(C=C1)C1=NC=C(C=N1)CCCCCCCCCC)CCCC (trans-4-[(p-(5-decyl-2-pyrimidinyl)phenoxy)methyl]cyclohexyl (S)-2-fluorohexanoate). Reactants: ClC1=CN=CC(=N1)C(=O)NC1=NN=NN1 (6-chloro-N-(1H-5-tetrazolyl)pyrazine-2-carboxamide), NC1=CC=C(C=C1)C (p-toluidine), O (Water), [OH-].[Na+] (sodium hydroxide). Solvent: CS(=O)C (dimethylsulfoxide). The product is CC1=CC=C(C=C1)NC1=CN=CC(=N1)C(=O)NC1=NN=NN1 (6-[(4-Methylphenyl)amino]-N-(1H-5-tetrazolyl)-pyrazine-2-carboxamide). As a reaction SMILES: Cl[C:2]1[N:7]=[C:6]([C:8]([NH:10][C:11]2[NH:15][N:14]=[N:13][N:12]=2)=[O:9])[CH:5]=[N:4][CH:3]=1.[NH2:16][C:17]1[CH:22]=[CH:21][C:20]([CH3:23])=[CH:19][CH:18]=1.O.[OH-].[Na+]>CS(C)=O>[CH3:23][C:20]1[CH:21]=[CH:22][C:17]([NH:16][C:2]2[N:7]=[C:6]([C:8]([NH:10][C:11]3[NH:15][N:14]=[N:13][N:12]=3)=[O:9])[CH:5]=[N:4][CH:3]=2)=[CH:18][CH:19]=1 |f:3.4|. Reported procedure: To a suspension of 1.13 g of 6-chloro-N-(1H-5-tetrazolyl)pyrazine-2-carboxamide in 15 ml of dimethylsulfoxide, 5.36 g of p-toluidine was added, and the mixture was heated for 18 hours at 80°-90 ° C., and heated for 6 hours at 100°-110 ° C. Water and 10%-sodium hydroxide aqueous solution was added to the reaction mixture, and the aqueous alkaline solution was washed with chloroform. Aqueous layer was filtered, and the filtrate was adjusted with 10%-hydrochloric acid to pH 3. The precipitate was c...